From a dataset of the Open Reaction Database (ORD), a public repository of structured organic reaction records. describe an organic reaction: reactants, conditions, products, and yield The reactants are [H][H] (hydrogen), C(C)(C)(C)C=1C(=NC=C(C1)C(N[C@H](C1=NC=CC=C1F)C1=CC(=C(C=C1)OC(F)(F)F)F)=O)OCC1=CC=CC=C1.C(N)([O-])=O ((S)-tert-butyl (2-(benzyloxy)-5-(((3-fluoro-4-(trifluoromethoxy)phenyl)(3-fluoropyridin-2-yl)methyl)carbamoyl)pyridine) carbamate), C1CCOC1 (THF), CCOC(=O)C (EtOAc). Reagents/catalysts: [Pd] (Pd/C). Yields the product FC=1C=C(C=CC1OC(F)(F)F)[C@@H](C1=NC=CC=C1F)NC(=O)C=1C=C(C(=NC1)O)NC(OC(C)(C)C)=O ((S)-tert-Butyl (5-(((3-fluoro-4-(trifluoromethoxy)phenyl)(3-fluoropyridin-2-yl)methyl)carbamoyl)-2-hydroxypyridin-3-yl)carbamate). RXN SMILES: C([C:5]1[C:6]([O:34]CC2C=CC=CC=2)=[N:7][CH:8]=[C:9]([C:11](=[O:33])[NH:12][C@@H:13]([C:21]2[CH:26]=[CH:25][C:24]([O:27][C:28]([F:31])([F:30])[F:29])=[C:23]([F:32])[CH:22]=2)[C:14]2[C:19]([F:20])=[CH:18][CH:17]=[CH:16][N:15]=2)[CH:10]=1)(C)(C)C.[C:42](=[O:45])([O-:44])[NH2:43].[H][H].[CH3:48]COC(C)=O.[CH2:54]1[CH2:58]OC[CH2:55]1>[Pd]>[F:32][C:23]1[CH:22]=[C:21]([C@H:13]([NH:12][C:11]([C:9]2[CH:10]=[C:5]([NH:43][C:42](=[O:44])[O:45][C:54]([CH3:55])([CH3:58])[CH3:48])[C:6]([OH:34])=[N:7][CH:8]=2)=[O:33])[C:14]2[C:19]([F:20])=[CH:18][CH:17]=[CH:16][N:15]=2)[CH:26]=[CH:25][C:24]=1[O:27][C:28]([F:30])([F:31])[F:29] |f:0.1|. Procedure: To a stirred mixture of (S)-tert-butyl (2-(benzyloxy)-5-(((3-fluoro-4-(trifluoromethoxy)phenyl)(3-fluoropyridin-2-yl)methyl)carbamoyl)pyridine)-carbamate (800 mg, 0.0012 mol) in THF (8 mL) was added 10% Pd/C (800 mg, Aldrich). The reaction mixture was stirred under a hydrogen atmosphere in the form of a hydrogen bladder (˜20-22 PSI) for 12 h at room temperature. After completion of the reaction (monitored by TLC, 100% EtOAc), the reaction mixture was filtered through Celite® brand filter agent. ... Product: Cc1nn(-c2cc(Oc3ccc(C(=O)O)cc3)c(Cl)cc2F)c(=O)n1C(F)F. RXN SMILES: [CH3:69][CH2:70][OH:71].[Cl:1][c:2]1[c:3]([O:4][c:5]2[cH:6][cH:7][c:8]([C:11](=[O:12])[O:13][CH3:14])[cH:9][cH:10]2)[cH:15][c:16](-[n:20]2[n:21][c:22]([CH3:29])[n:23]([CH:26]([F:27])[F:28])[c:24]2=[O:25])[c:17]([F:19])[cH:18]1.[Cl:30][c:31]1[cH:32][c:33]([F:34])[c:35](-[n:36]2[c:37](=[O:38])[n:39]([CH:40]([F:41])[F:42])[c:43]([CH3:44])[n:45]2)[cH:46][c:47]1[O:48][c:49]1[cH:50][cH:51][c:52]([C:53]([O:54][CH2:55][CH3:56])=[O:57])[cH:58][cH:59]1.[ClH:62].[Na+:61].[O:63]1[CH2:64][CH2:65][CH2:66][CH2:67]1.[OH-:60].[OH2:68]>>[Cl:1][c:2]1[c:3]([O:4][c:5]2[cH:6][cH:7][c:8]([C:11](=[O:12])[OH:13])[cH:9][cH:10]2)[cH:15][c:16](-[n:20]2[n:21][c:22]([CH3:29])[n:23]([CH:26]([F:27])[F:28])[c:24]2=[O:25])[c:17]([F:19])[cH:18]1. Reactants: CCO, COC(=O)c1ccc(Oc2cc(-n3nc(C)n(C(F)F)c3=O)c(F)cc2Cl)cc1, CCOC(=O)c1ccc(Oc2cc(-n3nc(C)n(C(F)F)c3=O)c(F)cc2Cl)cc1, Cl, [Na+], C1CCOC1, [OH-], O.